This data is from the Open Reaction Database (ORD), a public repository of structured organic reaction records. The task is: describe an organic reaction: reactants, conditions, products, and yield Reactants: C(C)(C)(C)OC(NC(C(=O)N1C(CCC1)C(NC1C(OC(C1)=O)OCC1=CC=CC=C1)=O)C)=O ({2-[2-(2-benzyloxy-5-oxo-tetrahydro-furan-3-ylcarbamoyl)-pyrrolidin-1-yl]-1-methyl-2-oxo-ethyl}-carbamic acid tert-butyl ester), ClC=1C=C(C(=O)O)C=CC1N(C)C (3-chloro-4-dimethylamino-benzoic acid), O=C1CC(C(O1)OCCC1=CC=CC=C1)NC(=O)C1N(CCC1)C(C(C)NC(C1=CC(=C(C=C1)N)Cl)=O)=O (1-[2-(4-Amino-3-chloro-benzoylamino)-propionyl]-pyrrolidine-2-carboxylic acid (5-oxo-2-phenethyloxy-tetrahydro-furan-3-yl)-amide). Product: C(C1=CC=CC=C1)OC1OC(CC1NC(=O)C1N(CCC1)C(C(C)NC(C1=CC(=C(C=C1)N(C)C)Cl)=O)=O)=O (1-[2-(3-chloro-4-dimethylamino-benzoylamino)-propionyl]-pyrrolidine-2-carboxylic acid (2-benzyloxy-5-oxo-tetrahydro-furan-3-yl)-amide). The yield is 44.0%. As a reaction SMILES: C(O[C:6](=[O:34])[NH:7][CH:8]([CH3:33])[C:9]([N:11]1[CH2:15][CH2:14][CH2:13][CH:12]1[C:16](=[O:32])[NH:17][CH:18]1[CH2:22][C:21](=[O:23])[O:20][CH:19]1[O:24][CH2:25][C:26]1[CH:31]=[CH:30][CH:29]=[CH:28][CH:27]=1)=[O:10])(C)(C)C.[Cl:35][C:36]1[CH:37]=[C:38]([CH:42]=[CH:43][C:44]=1[N:45]([CH3:47])[CH3:46])C(O)=O.O=C1OC(OCCC2C=CC=CC=2)C(NC(C2CCCN2C(=O)C(NC(=O)C2C=CC(N)=C(Cl)C=2)C)=O)C1>>[CH2:25]([O:24][CH:19]1[CH:18]([NH:17][C:16]([CH:12]2[CH2:13][CH2:14][CH2:15][N:11]2[C:9](=[O:10])[CH:8]([NH:7][C:6](=[O:34])[C:38]2[CH:42]=[CH:43][C:44]([N:45]([CH3:47])[CH3:46])=[C:36]([Cl:35])[CH:37]=2)[CH3:33])=[O:32])[CH2:22][C:21](=[O:23])[O:20]1)[C:26]1[CH:27]=[CH:28][CH:29]=[CH:30][CH:31]=1. Procedure: Prepared from {2-[2-(2-benzyloxy-5-oxo-tetrahydro-furan-3-ylcarbamoyl)-pyrrolidin-1-yl]-1-methyl-2-oxo-ethyl}-carbamic acid tert-butyl ester and 3-chloro-4-dimethylamino-benzoic acid according to the procedure used to prepare 98a to afford 82 mg of title compound (44% yield). 1H-NMR (500 MHz, 1:1 CDCl3:CD3OD) δ 1.18-1.53 (m, 3H), 1.70-2.40 (m, 4H), 2.55-3.10 (m, 2H), 2.84 (s, 6H), 3.45-3.94 (m, 2H), 4.25-4.95 (m, 5H), 5.46 (s, 0.3H), 5.51 (s, 0.2H), 5.63 (d, 0.4H), 5.73 (d, 0.1H), 7.05 (d, 1H), ... The reactants are O (water), BrCCOC1=CC=C(C=O)C=C1 (4-(2-bromoethoxy)benzaldehyde), N1CCCC1 (pyrrolidine), C([O-])([O-])=O.[K+].[K+] (potassium carbonate). Run in CN(C=O)C (N,N-dimethylformamide). Conditions: temperature 60 celsius, time 2 hour. Product: N1(CCCC1)CCOC1=CC=C(C=O)C=C1 (4-[2-(1-Pyrrolidinyl)ethoxy]benzaldehyde). Isolated yield 78.5%. RXN SMILES: Br[CH2:2][CH2:3][O:4][C:5]1[CH:12]=[CH:11][C:8]([CH:9]=[O:10])=[CH:7][CH:6]=1.[NH:13]1[CH2:17][CH2:16][CH2:15][CH2:14]1.C(=O)([O-])[O-].[K+].[K+].O>CN(C)C=O>[N:13]1([CH2:2][CH2:3][O:4][C:5]2[CH:12]=[CH:11][C:8]([CH:9]=[O:10])=[CH:7][CH:6]=2)[CH2:17][CH2:16][CH2:15][CH2:14]1 |f:2.3.4|. Procedure: A mixture of 2.29 g of 4-(2-bromoethoxy)benzaldehyde, 1.42 g of pyrrolidine and 2.07 g of potassium carbonate in 8 ml of N,N-dimethylformamide was stirred at 60° C. for 2 hours. After cooling, water was added and the whole was extracted with ethyl acetate. The ethyl acetate layer was extracted with aqueous hydrochloric acid. The aqueous layer was made alkaline with potassium carbonate and extracted with ethyl acetate. The extract was washed with water, dried and evaporated. The residue was disti... The reactants are ClC=1C2=C(N=CN1)N(C=C2)COCC[Si](C)(C)C (4-chloro-7-((2-(trimethylsilyl)ethoxy)methyl)-7H-pyrrolo[2,3-d]pyrimidine), N1C[C@@H](CC1)NC(OC(C)(C)C)=O ((R)-tert-butyl pyrrolidin-3-ylcarbamate), CCN(C(C)C)C(C)C (DIPEA). The solvent is CCO (EtOH). Yields the product C[Si](CCOCN1C=CC2=C1N=CN=C2N2C[C@@H](CC2)NC(OC(C)(C)C)=O)(C)C ((R)-tert-butyl 1-(7-((2-(trimethylsilyl)ethoxy)methyl)-7H-pyrrolo[2,3-d]pyrimidin-4-yl)pyrrolidin-3-ylcarbamate). Reaction SMILES: Cl[C:2]1[C:3]2[CH:10]=[CH:9][N:8]([CH2:11][O:12][CH2:13][CH2:14][Si:15]([CH3:18])([CH3:17])[CH3:16])[C:4]=2[N:5]=[CH:6][N:7]=1.[NH:19]1[CH2:23][CH2:22][C@@H:21]([NH:24][C:25](=[O:31])[O:26][C:27]([CH3:30])([CH3:29])[CH3:28])[CH2:20]1.CCN(C(C)C)C(C)C>CCO>[CH3:16][Si:15]([CH3:18])([CH3:17])[CH2:14][CH2:13][O:12][CH2:11][N:8]1[C:4]2[N:5]=[CH:6][N:7]=[C:2]([N:19]3[CH2:23][CH2:22][C@@H:21]([NH:24][C:25](=[O:31])[O:26][C:27]([CH3:29])([CH3:28])[CH3:30])[CH2:20]3)[C:3]=2[CH:10]=[CH:9]1. Reported procedure: A solution of 4-chloro-7-((2-(trimethylsilyl)ethoxy)methyl)-7H-pyrrolo[2,3-d]pyrimidine (900 mg, 3.17 mmol), (R)-tert-butyl pyrrolidin-3-ylcarbamate (709 mg, 3.80 mmol) and DIPEA (618 mg, 4.75 mmol) in EtOH (20 mL) was stirred at refluxed temperature for 3 hours. The volatiles were removed under reduced pressure and the residue was dissolved in EtOAc (100 mL), washed with brine (3×10 mL), dried over anhydrous Na2SO4, filtered, and concentrated under reduced pressure to give the tile compound. MS... Reactants: C(=O)([O-])[O-].[Na+].[Na+] (Na2CO3), COCCOC (DME), BrC1=CC=CC(=N1)[C@H](COCC)O ((1R)-1-(6-bromo-2-pyridinyl)-2-(ethyloxy)ethanol), C(#N)C1=CC=C(C=C1)B(O)O ((4-cyanophenyl)boronic acid). Reagents/catalysts: C=1C=CC(=CC1)[P](C=2C=CC=CC2)(C=3C=CC=CC3)[Pd]([P](C=4C=CC=CC4)(C=5C=CC=CC5)C=6C=CC=CC6)([P](C=7C=CC=CC7)(C=8C=CC=CC8)C=9C=CC=CC9)[P](C=1C=CC=CC1)(C=1C=CC=CC1)C=1C=CC=CC1 (Pd(PPh3)4). Run in O (Water). Reaction conditions: temperature 80 celsius, time 2 minute. Yields the product C(C)OC[C@H](O)C1=CC=CC(=N1)C1=CC=C(C#N)C=C1 (4-{6-[(1R)-2-(Ethyloxy)-1-hydroxyethyl]-2-pyridinyl}benzonitrile). The yield is 130.0%. As a reaction SMILES: C([O-])([O-])=O.[Na+].[Na+].COCCOC.Br[C:14]1[N:19]=[C:18]([C@@H:20]([OH:25])[CH2:21][O:22][CH2:23][CH3:24])[CH:17]=[CH:16][CH:15]=1.[C:26]([C:28]1[CH:33]=[CH:32][C:31](B(O)O)=[CH:30][CH:29]=1)#[N:27]>C1C=CC([P]([Pd]([P](C2C=CC=CC=2)(C2C=CC=CC=2)C2C=CC=CC=2)([P](C2C=CC=CC=2)(C2C=CC=CC=2)C2C=CC=CC=2)[P](C2C=CC=CC=2)(C2C=CC=CC=2)C2C=CC=CC=2)(C2C=CC=CC=2)C2C=CC=CC=2)=CC=1.O>[CH2:23]([O:22][CH2:21][C@@H:20]([C:18]1[N:19]=[C:14]([C:31]2[CH:32]=[CH:33][C:28]([C:26]#[N:27])=[CH:29][CH:30]=2)[CH:15]=[CH:16][CH:17]=1)[OH:25])[CH3:24] |f:0.1.2,^1:40,42,61,80|. Procedure details: Pd(PPh3)4 (187 mg, 0.162 mmol) and Na2CO3 (1.29 g, 12.2 mmol) was treated with DME (20 mL) and stirred under nitrogen for 2 min. Water (10 mL), (1R)-1-(6-bromo-2-pyridinyl)-2-(ethyloxy)ethanol (1.0 g, 4.1 mmol) and (4-cyanophenyl)boronic acid (656 mg, 4.47 mmol) were added and the stirred reaction mixture heated at 80° C. for 17 h. The mixture was then allowed to cool to ambient temperature and the residue partitioned between saturated NH4Cl (100 mL) and EtOAc (100 mL). The aqueous phase was ext...